From a dataset of the Open Reaction Database (ORD), a public repository of structured organic reaction records. describe an organic reaction: reactants, conditions, products, and yield The reactants are [Si](C)(C)(C(C)(C)C)OCC=1C=C(OCC2=CC(=CS2)C(CC)O)C=CC1CO[Si](C)(C)C(C)(C)C (1{5-[3,4-bis(tert-butyldimethylsilanyloxymethyl)phenoxymethyl]-3-thienyl}-1-propanol). Reagents/catalysts: [O-2].[O-2].[Mn+4] (manganese dioxide). Product: [Si](C)(C)(C(C)(C)C)OCC=1C=C(OCC2=CC(=CS2)C(CC)=O)C=CC1CO[Si](C)(C)C(C)(C)C (1-{5-[3,4-bis(tert-Butyldimethylsilanyloxymethyl)-phenoxymethyl]-3-thienyl}-1-propanone). As a reaction SMILES: [Si:1]([O:8][CH2:9][C:10]1[CH:11]=[C:12]([CH:24]=[CH:25][C:26]=1[CH2:27][O:28][Si:29]([C:32]([CH3:35])([CH3:34])[CH3:33])([CH3:31])[CH3:30])[O:13][CH2:14][C:15]1[S:19][CH:18]=[C:17]([CH:20]([OH:23])[CH2:21][CH3:22])[CH:16]=1)([C:4]([CH3:7])([CH3:6])[CH3:5])([CH3:3])[CH3:2]>[O-2].[O-2].[Mn+4]>[Si:1]([O:8][CH2:9][C:10]1[CH:11]=[C:12]([CH:24]=[CH:25][C:26]=1[CH2:27][O:28][Si:29]([C:32]([CH3:33])([CH3:35])[CH3:34])([CH3:30])[CH3:31])[O:13][CH2:14][C:15]1[S:19][CH:18]=[C:17]([C:20](=[O:23])[CH2:21][CH3:22])[CH:16]=1)([C:4]([CH3:7])([CH3:6])[CH3:5])([CH3:3])[CH3:2] |f:1.2.3|. Procedure details: In a manner similar to that of Example 9(b), by reaction of 28 g (52 mmol) of 1{5-[3,4-bis(tert-butyldimethylsilanyloxymethyl)phenoxymethyl]-3-thienyl}-1-propanol with 45 g (520 mmol) of manganese dioxide, the desired product is obtained in the form of an orange-coloured oil (m=26 g; Y=93%).